Dataset: the Open Reaction Database (ORD), a public repository of structured organic reaction records. Task: describe an organic reaction: reactants, conditions, products, and yield Starting materials: C(CCC)OC(=O)C=1N=CC2=CC=C(C=C2C1O)SC1=CC=CC=C1 (4-hydroxy-6-phenylsulfanyl-isoquinoline-3-carboxylic acid butyl ester), NCC(=O)O (glycine), C[O-].[Na+] (sodium methylate). The product is OC1=C(N=CC2=CC=C(C=C12)SC1=CC=CC=C1)C(=O)NCC(=O)O ([(4-Hydroxy-6-phenylsulfanyl-isoquinoline-3-carbonyl)-amino]-acetic acid). RXN SMILES: C(O[C:6]([C:8]1[N:9]=[CH:10][C:11]2[C:16]([C:17]=1[OH:18])=[CH:15][C:14]([S:19][C:20]1[CH:25]=[CH:24][CH:23]=[CH:22][CH:21]=1)=[CH:13][CH:12]=2)=[O:7])CCC.[NH2:26][CH2:27][C:28]([OH:30])=[O:29].C[O-].[Na+]>>[OH:18][C:17]1[C:16]2[C:11](=[CH:12][CH:13]=[C:14]([S:19][C:20]3[CH:21]=[CH:22][CH:23]=[CH:24][CH:25]=3)[CH:15]=2)[CH:10]=[N:9][C:8]=1[C:6]([NH:26][CH2:27][C:28]([OH:30])=[O:29])=[O:7] |f:2.3|. Reported procedure: 127 mg of 4-hydroxy-6-phenylsulfanyl-isoquinoline-3-carboxylic acid butyl ester (0.36 mmol) were reacted with glycine and sodium methylate analogously to Example D-1 g). 118 mg of the title compound were obtained; 1H NMR (DMSO-d6): δ=9.33 (t, 1H), 8.80 (s, 1H), 8.11 (d, 1H), 7.79 (s, 1H), 7.49 to 7.65 (m, 6H), 4.01 (d, 2H). The reactants are CCOC(=O)C1(NCc2cccc3c2OCC3)Cc2ccccc2C1, C1COCCO1, CO, O. Yields the product O=C(O)C1(NCc2cccc3c2OCC3)Cc2ccccc2C1. Reaction SMILES: [CH2:1]([CH3:2])[O:3][C:4](=[O:5])[C:6]1([NH:15][CH2:16][c:17]2[cH:18][cH:19][cH:20][c:21]3[c:25]2[O:24][CH2:23][CH2:22]3)[CH2:7][c:8]2[cH:9][cH:10][cH:11][cH:12][c:13]2[CH2:14]1.[CH2:26]1[O:27][CH2:28][CH2:29][O:30][CH2:31]1.[CH3:32][OH:33].[OH2:34]>>[O:3]=[C:4]([OH:5])[C:6]1([NH:15][CH2:16][c:17]2[cH:18][cH:19][cH:20][c:21]3[c:25]2[O:24][CH2:23][CH2:22]3)[CH2:7][c:8]2[cH:9][cH:10][cH:11][cH:12][c:13]2[CH2:14]1.